From a dataset of the Open Reaction Database (ORD), a public repository of structured organic reaction records. describe an organic reaction: reactants, conditions, products, and yield The reactants are FC1=CC=C(C=C1)[C@@](C(=O)N[C@@H](CO)C1=CC=CC=C1)(CCC(C)C)C ((2S)-2-(4-fluorophenyl)-N-[(1R)-2-hydroxy-1-phenylethyl]-2,5-dimethylhexanamide), FC1=CC=C(C=C1)[C@](C(=O)N[C@@H](CO)C1=CC=CC=C1)(CCC(C)C)C ((2R)-2-(4-fluorophenyl)-N-[(1R)-2-hydroxy-1-phenylethyl]-2,5-dimethylhexanamide). Run in CCO (EtOH). Yields the product FC1=CC=C(C=C1)[C@@](C(=O)O)(CCC(C)C)C ((2S)-2-(4-fluorophenyl)-2,5-dimethylhexanoic acid). RXN SMILES: [F:1][C:2]1[CH:7]=[CH:6][C:5]([C@:8]([CH3:26])([CH2:21][CH2:22][CH:23]([CH3:25])[CH3:24])[C:9](N[C@H](C2C=CC=CC=2)CO)=[O:10])=[CH:4][CH:3]=1.FC1C=CC([C@@](C)(CCC(C)C)C(N[C@H](C2C=CC=CC=2)CO)=[O:36])=CC=1>CCO>[F:1][C:2]1[CH:3]=[CH:4][C:5]([C@:8]([CH3:26])([CH2:21][CH2:22][CH:23]([CH3:25])[CH3:24])[C:9]([OH:10])=[O:36])=[CH:6][CH:7]=1. Procedure details: The title compound was prepared according to the procedure of Example 22E, substituting the product of Example 23A, for the product of Example 22D. 1H NMR (300 MHz, CDCl3): δ 0.88 (m, 7 H) 1.06 (m, 1 H) 1.48 (m, 1 H) 1.55 (s, 3 H) 1.96 (m, 2 H) 3.76 (m, 2 H) 5.03 (m, 1 H) 5.83 (d, J=6.99 Hz, 1 H) 7.06 (m, 4 H) 7.29 (m, 5 H). Specific rotation: [α]D+12.4° (c 2.16, EtOH). Starting materials: C1COCCO1, O=C(O)c1ccc(Oc2ccc(F)cc2)nc1, O=S(Cl)Cl. Product: O=C(Cl)c1ccc(Oc2ccc(F)cc2)nc1. Reaction SMILES: [CH2:22]1[O:23][CH2:24][CH2:25][O:26][CH2:27]1.[F:1][c:2]1[cH:3][cH:4][c:5]([O:8][c:9]2[cH:10][cH:11][c:12]([C:15](=[O:16])[OH:17])[cH:13][n:14]2)[cH:6][cH:7]1.[S:18]([Cl:19])([Cl:20])=[O:21]>>[F:1][c:2]1[cH:3][cH:4][c:5]([O:8][c:9]2[cH:10][cH:11][c:12]([C:15](=[O:17])[Cl:20])[cH:13][n:14]2)[cH:6][cH:7]1. Starting materials: Cl.Cl.C(CC(OCC)=N)(OCC)=N (diethyl malonimidate dihydrochloride), C(C)(C)N(CC)C(C)C (diisopropylethylamine), CN1C(N(C(C=C1C(F)(F)F)=O)C=1C=CC2=C(C(=NS2)C(=O)O)C1)=O (5-[3,6-dihydro-3-methyl-2,6-dioxo-4-(trifluoromethyl)-1(2H)-pyrimidinyl]-1,2-benzisothiazole-3-carboxylic acid), resultant mixture, C(C(=O)Cl)(=O)Cl (oxalyl chloride). Run in C(Cl)Cl (methylene chloride), CN(C=O)C (N,N-dimethylformamide), C(C)OCC (diethyl ether), C(Cl)Cl (methylene chloride). Run at time 8 hour. The product is C(C)OC1=NC(=NC(=C1)OCC)C1=NSC2=C1C=C(C=C2)N2C(N(C(=CC2=O)C(F)(F)F)C)=O (3-[3-(4,6-Diethoxy-2-pyrimidinyl)-1,2-benzisothiazol-5-yl]-1-methyl-6-(trifluoromethyl)uracil). Yield: 8.3%. Reaction SMILES: [CH3:1][N:2]1[C:7]([C:8]([F:11])([F:10])[F:9])=[CH:6][C:5](=[O:12])[N:4]([C:13]2[CH:14]=[CH:15][C:16]3[S:20][N:19]=[C:18]([C:21](O)=O)[C:17]=3[CH:24]=2)[C:3]1=[O:25].C(Cl)(=O)C(Cl)=O.Cl.Cl.[C:34](=[NH:44])([O:41][CH2:42][CH3:43])[CH2:35][C:36](=[NH:40])[O:37][CH2:38][CH3:39].C(N(C(C)C)CC)(C)C>C(Cl)Cl.CN(C)C=O.C(OCC)C>[CH2:38]([O:37][C:36]1[CH:35]=[C:34]([O:41][CH2:42][CH3:43])[N:44]=[C:21]([C:18]2[C:17]3[CH:24]=[C:13]([N:4]4[C:5](=[O:12])[CH:6]=[C:7]([C:8]([F:11])([F:10])[F:9])[N:2]([CH3:1])[C:3]4=[O:25])[CH:14]=[CH:15][C:16]=3[S:20][N:19]=2)[N:40]=1)[CH3:39] |f:2.3.4|. Reported procedure: To a cooled mixture of 5-[3,6-dihydro-3-methyl-2,6-dioxo-4-(trifluoromethyl)-1(2H)-pyrimidinyl]-1,2-benzisothiazole-3-carboxylic acid (3.71 g, 10.0 mmol), diethyl ether and N,N-dimethylformamide (3.0 ml) is added oxalyl chloride (1.52 g, 12.0 mmol). The mixture is allowed to warm to room temperature and stirred overnight. The mixture is allowed to settle and the supernatant is decanted and concentrated in vacuo. The residue is taken up in methylene chloride and added dropwise to a stirred mixtur... Reactants: [Br-].N1(CCCC1)C1=CC=C(C(C[N+]2=CC=CC3=CC=CC=C23)=O)C=C1 (1-(4-Pyrrolidin-1-yl-phenacyl)-quinolinium bromide), BrCC(=O)C1=CC=C(C=C1)N1CCCC1 (2-bromo-1-(4-pyrrolidin-1-yl-phenyl)-ethanone), N1=CC=CC2=CC=CC=C12 (quinoline). Run in C(C)#N (acetonitrile). Product: C(#N)C=1C=C(N2C1C=CC1=CC=CC=C21)C(C2=CC=C(C=C2)N2CCCC2)=O (3-Cyano-1-(4-pyrrolidin-1-yl-benzoyl)-pyrrolo[1,2-a]quinoline). Yield: 96.0%. Reaction SMILES: [Br-].[N:2]1([C:7]2[CH:25]=[CH:24][C:10]([C:11](=[O:23])[CH2:12][N+:13]3[C:22]4[C:17](=[CH:18][CH:19]=[CH:20][CH:21]=4)[CH:16]=[CH:15][CH:14]=3)=[CH:9][CH:8]=2)[CH2:6][CH2:5][CH2:4][CH2:3]1.BrCC(C1C=C[C:33]([N:36]2CCCC2)=[CH:32][CH:31]=1)=O.N1C2C(=CC=CC=2)C=CC=1>C(#N)C>[C:33]([C:32]1[CH:31]=[C:12]([C:11](=[O:23])[C:10]2[CH:9]=[CH:8][C:7]([N:2]3[CH2:6][CH2:5][CH2:4][CH2:3]3)=[CH:25][CH:24]=2)[N:13]2[C:22]3[C:17](=[CH:18][CH:19]=[CH:20][CH:21]=3)[CH:16]=[CH:15][C:14]=12)#[N:36] |f:0.1|. Procedure details: 1-(4-Pyrrolidin-1-yl-phenacyl)-quinolinium bromide: A stirred solution of 2-bromo-1-(4-pyrrolidin-1-yl-phenyl)-ethanone (689 mg, 2.57 mmol), quinoline (250 μL, 2.11 mmol) and acetonitrile (5.0 mL) was refluxed at 96° C. for 7 h under argon. The solution was equilibrated to room temperature and the precipitate was filtered on a Buchner funnel. The solid was dried in vacuo to yield 812 mg (96%) of the title compound. 1H NMR (DMSO-d6): 9.49 (d, J=4.67 Hz, 1H), 9.42 (d, J=8.25 Hz, 1H), 8.54 (d, J=8.... The reactants are BrCCCON1C(CC2(CCCC2)CC1=O)=O (8-(3-bromopropyloxy)-8-azaspiro[4.5]decan-7,9-dione), S1C(=NC2=C1C=CC=C2)N2CCNCC2 (1-(2-benzothiazolyl)piperazine), C(C)(C)N(CC)C(C)C (diisopropylethylamine). The solvent is CC#N (CH3CN). Conditions: time 18 hour. Yields the product S1C(=NC2=C1C=CC=C2)N2CCN(CC2)CCCON2C(CC1(CCCC1)CC2=O)=O (8-[3-[4-(2-Benzothiazolyl)-1-piperazinyl]propyloxy]-8-azaspiro[4.5]decan-7,9-dione). Reaction SMILES: Br[CH2:2][CH2:3][CH2:4][O:5][N:6]1[C:15](=[O:16])[CH2:14][C:9]2([CH2:13][CH2:12][CH2:11][CH2:10]2)[CH2:8][C:7]1=[O:17].[S:18]1[C:22]2[CH:23]=[CH:24][CH:25]=[CH:26][C:21]=2[N:20]=[C:19]1[N:27]1[CH2:32][CH2:31][NH:30][CH2:29][CH2:28]1.C(N(C(C)C)CC)(C)C>CC#N>[S:18]1[C:22]2[CH:23]=[CH:24][CH:25]=[CH:26][C:21]=2[N:20]=[C:19]1[N:27]1[CH2:28][CH2:29][N:30]([CH2:2][CH2:3][CH2:4][O:5][N:6]2[C:15](=[O:16])[CH2:14][C:9]3([CH2:13][CH2:12][CH2:11][CH2:10]3)[CH2:8][C:7]2=[O:17])[CH2:31][CH2:32]1. Procedure details: To a solution of 8-(3-bromopropyloxy)-8-azaspiro[4.5]decan-7,9-dione (5.0 g) and 1-(2-benzothiazolyl)piperazine (3.6 g) in 100 ml of anhydrous CH3CN was added diisopropylethylamine (5.7 ml). The mixture was stirred at room temperature for 18 hours. The reactants are N#Cc1ccc(Cl)c([N+](=O)[O-])c1, Oc1cc(F)cc(F)c1. Yields the product N#Cc1ccc(Oc2cc(F)cc(F)c2)c([N+](=O)[O-])c1. As a reaction SMILES: [Cl:1][c:2]1[c:3]([N+:10](=[O:11])[O-:12])[cH:4][c:5]([C:6]#[N:7])[cH:8][cH:9]1.[F:13][c:14]1[cH:15][c:16]([OH:21])[cH:17][c:18]([F:20])[cH:19]1>>[c:2]1([O:21][c:16]2[cH:15][c:14]([F:13])[cH:19][c:18]([F:20])[cH:17]2)[c:3]([N+:10](=[O:11])[O-:12])[cH:4][c:5]([C:6]#[N:7])[cH:8][cH:9]1.